From a dataset of the Open Reaction Database (ORD), a public repository of structured organic reaction records. describe an organic reaction: reactants, conditions, products, and yield Starting materials: C1CCOC1, COC(=O)C(CC(C)C)c1cc(-c2ccc(C(F)(F)F)cc2)nc(-c2ccc(C(F)(F)F)cc2)c1, [Na+], [OH-], O=C(O)CC(O)(CC(=O)O)C(=O)O. Yields the product CC(C)CC(C(=O)O)c1cc(-c2ccc(C(F)(F)F)cc2)nc(-c2ccc(C(F)(F)F)cc2)c1. As a reaction SMILES: [CH2:51]1[O:52][CH2:53][CH2:54][CH2:55]1.[CH3:1][O:2][C:3]([CH:4]([CH2:5][CH:6]([CH3:7])[CH3:8])[c:9]1[cH:10][c:11](-[c:25]2[cH:26][cH:27][c:28]([C:31]([F:32])([F:33])[F:34])[cH:29][cH:30]2)[n:12][c:13](-[c:15]2[cH:16][cH:17][c:18]([C:21]([F:22])([F:23])[F:24])[cH:19][cH:20]2)[cH:14]1)=[O:35].[Na+:50].[OH-:49].[OH:36][C:37]([CH2:38][C:39]([C:40](=[O:41])[OH:42])([CH2:43][C:44](=[O:45])[OH:46])[OH:47])=[O:48]>>[O:2]=[C:3]([CH:4]([CH2:5][CH:6]([CH3:7])[CH3:8])[c:9]1[cH:10][c:11](-[c:25]2[cH:26][cH:27][c:28]([C:31]([F:32])([F:33])[F:34])[cH:29][cH:30]2)[n:12][c:13](-[c:15]2[cH:16][cH:17][c:18]([C:21]([F:22])([F:23])[F:24])[cH:19][cH:20]2)[cH:14]1)[OH:35]. The reactants are COC=1C=C(C=CC1OC)C1=C(C(=NC2=CC(=C(C=C12)OC)OC)C)C(CCCCC)=O (4-(3,4-dimethoxyphenyl)-3-hexanoyl-6,7-dimethoxy-2-methylquinoline), BrN1C(CCC1=O)=O (N-bromo-succinimide). Yields the product BrCC1=NC2=CC(=C(C=C2C(=C1C(CCCCC)=O)C1=CC(=C(C=C1)OC)OC)OC)OC (2-bromomethyl-4-(3,4-dimethoxy-phenyl)-3-hexanoyl-6,7-dimethoxyquinoline). Reaction SMILES: [CH3:1][O:2][C:3]1[CH:4]=[C:5]([C:11]2[C:20]3[C:15](=[CH:16][C:17]([O:23][CH3:24])=[C:18]([O:21][CH3:22])[CH:19]=3)[N:14]=[C:13]([CH3:25])[C:12]=2[C:26](=[O:32])[CH2:27][CH2:28][CH2:29][CH2:30][CH3:31])[CH:6]=[CH:7][C:8]=1[O:9][CH3:10].[Br:33]N1C(=O)CCC1=O>>[Br:33][CH2:25][C:13]1[C:12]([C:26](=[O:32])[CH2:27][CH2:28][CH2:29][CH2:30][CH3:31])=[C:11]([C:5]2[CH:6]=[CH:7][C:8]([O:9][CH3:10])=[C:3]([O:2][CH3:1])[CH:4]=2)[C:20]2[C:15](=[CH:16][C:17]([O:23][CH3:24])=[C:18]([O:21][CH3:22])[CH:19]=2)[N:14]=1. Procedure details: According to the same manner as that described in Reference Example 5, 4-(3,4-dimethoxyphenyl)-3-hexanoyl-6,7-dimethoxy-2-methylquinoline was brominated with N-bromo-succinimide (NBS) to give 2-bromomethyl-4-(3,4-dimethoxy-phenyl)-3-hexanoyl-6,7-dimethoxyquinoline- This compound was recrystallized from ethyl acetate-hexane to give colorless prisms. mp. 146°-147° C. Reactants: CC(=O)O, NN, O, CNC(=O)CCC(=O)c1ccc(OCC(O)CNC(C)C)cc1. Product: CC(C)NCC(O)COc1ccc(C2=NNC(=O)CC2)cc1. As a reaction SMILES: [CH3:27][C:28](=[O:29])[OH:30].[NH2:25][NH2:26].[OH2:24].[OH:1][CH:2]([CH2:3][O:4][c:5]1[cH:6][cH:7][c:8]([C:9]([CH2:11][CH2:12][C:13](=[O:14])[NH:15][CH3:10])=[O:16])[cH:17][cH:18]1)[CH2:19][NH:20][CH:21]([CH3:22])[CH3:23]>>[OH:1][CH:2]([CH2:3][O:4][c:5]1[cH:6][cH:7][c:8]([C:9]2=[N:25][NH:15][C:13](=[O:14])[CH2:12][CH2:11]2)[cH:17][cH:18]1)[CH2:19][NH:20][CH:21]([CH3:22])[CH3:23].